From a dataset of the Open Reaction Database (ORD), a public repository of structured organic reaction records. describe an organic reaction: reactants, conditions, products, and yield The reactants are CC(C)(C)c1ccc(Cn2ccc3cc(N)ccc32)cc1, CCCCCC, CCOC(C)=O, CCN(C(C)C)C(C)C, ClCCl, O=S(=O)(Cl)c1ccccc1. Product: CC(C)(C)c1ccc(Cn2ccc3cc(NS(=O)(=O)c4ccccc4)ccc32)cc1. Reaction SMILES: [C:11]([CH3:12])([CH3:13])([CH3:14])[c:15]1[cH:16][cH:17][c:18]([CH2:19][n:20]2[cH:21][cH:22][c:23]3[cH:24][c:25]([NH2:29])[cH:26][cH:27][c:28]23)[cH:30][cH:31]1.[CH3:41][CH2:42][CH2:43][CH2:44][CH2:45][CH3:46].[CH3:50][CH2:51][O:52][C:53]([CH3:54])=[O:55].[CH:32]([N:33]([CH:34]([CH3:35])[CH3:36])[CH2:37][CH3:38])([CH3:39])[CH3:40].[Cl:47][CH2:48][Cl:49].[c:1]1([S:7](=[O:8])(=[O:9])[Cl:10])[cH:2][cH:3][cH:4][cH:5][cH:6]1>>[c:1]1([S:7](=[O:8])(=[O:9])[NH:29][c:25]2[cH:24][c:23]3[cH:22][cH:21][n:20]([CH2:19][c:18]4[cH:17][cH:16][c:15]([C:11]([CH3:12])([CH3:13])[CH3:14])[cH:31][cH:30]4)[c:28]3[cH:27][cH:26]2)[cH:2][cH:3][cH:4][cH:5][cH:6]1. The reactants are OC(CC#N)C1=CC(=CC=C1)C1=CC=CC=C1 (3-hydroxy-3-(3-phenylphenyl)propanenitrile), C(C)(=O)OC(C)=O (acetic anhydride), [H-].[Na+] (sodium hydride), [H][H] (hydrogen). The solvent is O1CCCC1 (tetrahydrofuran), O (water), O1CCCC1 (tetrahydrofuran). Product: C1(=CC=CC=C1)C=1C=C(C=CC1)C=CC#N (3-(3-phenylphenyl)-2-propenenitrile). The yield is 40.6%. As a reaction SMILES: [H-].[Na+].O[CH:4]([C:8]1[CH:13]=[CH:12][CH:11]=[C:10]([C:14]2[CH:19]=[CH:18][CH:17]=[CH:16][CH:15]=2)[CH:9]=1)[CH2:5][C:6]#[N:7].[H][H].C(OC(=O)C)(=O)C>O1CCCC1.O>[C:14]1([C:10]2[CH:9]=[C:8]([CH:4]=[CH:5][C:6]#[N:7])[CH:13]=[CH:12][CH:11]=2)[CH:15]=[CH:16][CH:17]=[CH:18][CH:19]=1 |f:0.1|. Procedure: Under a nitrogen atmosphere a mixture of 1.9 grams (0.048 mole) of sodium hydride (60% in mineral oil) in 50 mL of tetrahydrofuran was stirred, and a solution of 10.7 grams (0.048 mole) of 3-hydroxy-3-(3-phenylphenyl)propanenitrile in 100 mL of tetrahydrofuran was added dropwise. Upon completion of addition, the reaction mixture was stirred until the evolution of hydrogen gas ceased. After this time the reaction mixture was cooled in an ice-bath, and 4.6 mL (0.048 mole) of acetic anhydride was a... The reactants are solution, C(C1=CC=CC=C1)[Mg]Cl (benzylmagnesium chloride), [Cl-].[NH4+] (ammonium chloride), ClC1=NC(=C(C(=N1)Cl)C(C)C)Cl (2,4,6-trichloro-5-(1-methylethyl)-pyrimidine), CCN(CC)CCOC=1C=CC(=CC1)CC=2C=CC=CC2.Cl (dppe). Reagents/catalysts: [Ni] (nickel). The solvent is O1CCCC1 (tetrahydrofuran), C1(=CC=CC=C1)C (toluene). Product: ClC1=NC(=C(C(=N1)Cl)C(C)C)CC1=CC=CC=C1 (2,4-dichloro-5-(1-methylethyl)-6-(phenylmethyl)pyrimidine). RXN SMILES: [Cl:1][C:2]1[N:7]=[C:6]([Cl:8])[C:5]([CH:9]([CH3:11])[CH3:10])=[C:4](Cl)[N:3]=1.CCN(CCO[C:21]1[CH:22]=[CH:23][C:24]([CH2:27]C2C=CC=CC=2)=[CH:25][CH:26]=1)CC.Cl.C([Mg]Cl)C1C=CC=CC=1.[Cl-].[NH4+]>[Ni].O1CCCC1.C1(C)C=CC=CC=1>[Cl:1][C:2]1[N:7]=[C:6]([Cl:8])[C:5]([CH:9]([CH3:11])[CH3:10])=[C:4]([CH2:27][C:24]2[CH:25]=[CH:26][CH:21]=[CH:22][CH:23]=2)[N:3]=1 |f:1.2,4.5|. Reported procedure: The fine suspension obtained by mixing 40 g (0.177 mol) of the compound of Example 2, 200 ml of toluene and 2 g of nickel catalyst NiCl2.dppe is brought to 0° C. in a 0.5 liter reactor, rendered inert with nitrogen and equipped with an anchor stirrer, and treated by addition of 97.6 ml (0.195 mol) of a 2M solution of benzylmagnesium chloride in tetrahydrofuran without exceeding 10° C. At the end of the progression of the coupling, the reaction mixture is treated by addition of 120 ml of a 10% am... Starting materials: C1(=CC=CC=C1)C1=NC(=NO1)N (5-phenyl-[1,2,4]oxadiazol-3-ylamine), NC1=CC=CC=C1 (aniline), Heterocyclic. The product is C1(=CC=CC=C1)N1N=C(N=C1)N (1-Phenyl-1H-[1,2,4]triazol-3-ylamine). The yield is 87.0%. As a reaction SMILES: C1([C:7]2O[N:10]=[C:9]([NH2:12])[N:8]=2)C=CC=CC=1.[NH2:13][C:14]1[CH:19]=[CH:18][CH:17]=[CH:16][CH:15]=1>>[C:14]1([N:13]2[CH:7]=[N:8][C:9]([NH2:12])=[N:10]2)[CH:19]=[CH:18][CH:17]=[CH:16][CH:15]=1. Reported procedure: This compound was prepared from 5-phenyl-[1,2,4]oxadiazol-3-ylamine (Journal of Organic Chemistry 28, 1812 (1963) and aniline, via the rearrangement described by Ruccia et al., Journal of Heterocyclic Chemistry 8, 137 (1971). The title compound was isolated as a slightly brownish solid in a yield of 87%. MS ISP (m/e): 161.2 (100) [(M+H)+].